The task is: describe an organic reaction: reactants, conditions, products, and yield. This data is from the Open Reaction Database (ORD), a public repository of structured organic reaction records. Reactants: C(C)(C)(C)OC(=O)NCCCOC1=C(C(=O)NC2=C(C=C(C(=O)N(C3=C(C=C(C=C3)C)OCCCCCC(=O)O)C)C=C2)OC)C=CC=C1 (4-[2-(3-tert-butoxycarbonylaminoprop-1-yl)oxybenzoyl]amino-3-methoxy-N-methyl-N-[2-[5-carboxypent-1-yl]oxy-4-methylphenyl]benzamide), Cl.C(C)N=C=NCCCN(C)C (N-ethyl-N'-(3-dimethylaminoprop-1-yl)carbodiimide hydrochloride). Reagents/catalysts: CN(C1=CC=NC=C1)C (4-dimethylaminopyridine). The solvent is C(Cl)(Cl)Cl (chloroform), ClCCl (dichloromethane). Run at time 7 hour. The product is C(C)(C)(C)OC(=O)NCCCOC1=C(C(=O)NC2=C(C=C(C(=O)N(C3=C(C=C(C=C3)C)OCCCCCC(=O)OCCN(C)C)C)C=C2)OC)C=CC=C1 (4-[2-(3-tert-butoxycarbonylaminoprop-1-yl)oxybenzoyl]amino-3-methoxy-N-methyl-N-[2-[5-(2-dimethylaminoeth-1-yl)oxycarbonylpent-1-yl]oxy-4-methylphenyl]benzamide). Isolated yield 86.2%. Reaction SMILES: [C:1]([O:5][C:6]([NH:8][CH2:9][CH2:10][CH2:11][O:12][C:13]1[CH:49]=[CH:48][CH:47]=[CH:46][C:14]=1[C:15]([NH:17][C:18]1[CH:43]=[CH:42][C:21]([C:22]([N:24]([CH3:41])[C:25]2[CH:30]=[CH:29][C:28]([CH3:31])=[CH:27][C:26]=2[O:32][CH2:33][CH2:34][CH2:35][CH2:36][CH2:37][C:38]([OH:40])=[O:39])=[O:23])=[CH:20][C:19]=1[O:44][CH3:45])=[O:16])=[O:7])([CH3:4])([CH3:3])[CH3:2].Cl.C(N=C=NC[CH2:57][CH2:58][N:59]([CH3:61])[CH3:60])C>CN(C)C1C=CN=CC=1.ClCCl.C(Cl)(Cl)Cl>[C:1]([O:5][C:6]([NH:8][CH2:9][CH2:10][CH2:11][O:12][C:13]1[CH:49]=[CH:48][CH:47]=[CH:46][C:14]=1[C:15]([NH:17][C:18]1[CH:43]=[CH:42][C:21]([C:22]([N:24]([CH3:41])[C:25]2[CH:30]=[CH:29][C:28]([CH3:31])=[CH:27][C:26]=2[O:32][CH2:33][CH2:34][CH2:35][CH2:36][CH2:37][C:38]([O:40][CH2:57][CH2:58][N:59]([CH3:61])[CH3:60])=[O:39])=[O:23])=[CH:20][C:19]=1[O:44][CH3:45])=[O:16])=[O:7])([CH3:4])([CH3:2])[CH3:3] |f:1.2|. Reported procedure: To a mixture of 4-[2-(3-tert-butoxycarbonylaminoprop-1-yl)oxybenzoyl]amino-3-methoxy-N-methyl-N-[2-[5-carboxypent-1-yl]oxy-4-methylphenyl]benzamide (250 mg), 2-dimethylaminoethyl (99 mg) and 4-dimethylaminopyridine (36 mg) in dichloromethane (10 ml) was added N-ethyl-N'-(3-dimethylaminoprop-1-yl)carbodiimide hydrochloride (71 mg) at 0° C. and stirred at the same temperature for 7 hours. The mixture was diluted with chloroform (20 ml) and the solution was washed with water (20 ml×2) and brine. Th... The reactants are Cc1cc(Br)cn2c(-c3ccnc(NC4CCCC4)n3)c(-c3ccc(F)cc3)nc12, CCO. The product is Cc1cccn2c(-c3ccnc(NC4CCCC4)n3)c(-c3ccc(F)cc3)nc12. RXN SMILES: [Br:1][c:2]1[cH:3][c:4]([CH3:30])[c:5]2[n:6]([cH:7]1)[c:8](-[c:18]1[n:19][c:20]([NH:24][CH:25]3[CH2:26][CH2:27][CH2:28][CH2:29]3)[n:21][cH:22][cH:23]1)[c:9](-[c:11]1[cH:12][cH:13][c:14]([F:17])[cH:15][cH:16]1)[n:10]2.[CH3:31][CH2:32][OH:33]>>[cH:2]1[cH:3][c:4]([CH3:30])[c:5]2[n:6]([cH:7]1)[c:8](-[c:18]1[n:19][c:20]([NH:24][CH:25]3[CH2:26][CH2:27][CH2:28][CH2:29]3)[n:21][cH:22][cH:23]1)[c:9](-[c:11]1[cH:12][cH:13][c:14]([F:17])[cH:15][cH:16]1)[n:10]2. Starting materials: C1=CC2=C3C(=CC=C4C5=CC=CC6=CC=CC(C1=C34)=C56)C(NC2=O)=O (perylene-3,4-dicarboximide), xylene petroleum ether, [OH-].[K+] (KOH), BrCCCCCCCCCCCCCC (1-bromotetradecane). Run in CS(=O)C (DMSO). Run at time 90 hour. Yields the product C(CCCCCCCCCCCCC)N1C(=O)C=2C=CC=3C=4C=CC=C5C=CC=C(C6=CC=C(C2C63)C1=O)C54 (N-(1-Tetradecyl)perylene-3,4-dicarboximide). Reaction SMILES: [CH:1]1[C:18]2=[C:19]3[C:8]([C:9]4[C:20]5[C:13](=[CH:14][CH:15]=[CH:16][C:17]2=5)[CH:12]=[CH:11][CH:10]=4)=[CH:7][CH:6]=[C:5]2[C:21](=[O:25])[NH:22][C:23](=[O:24])[C:3](=[C:4]23)[CH:2]=1.[OH-].[K+].Br[CH2:29][CH2:30][CH2:31][CH2:32][CH2:33][CH2:34][CH2:35][CH2:36][CH2:37][CH2:38][CH2:39][CH2:40][CH2:41][CH3:42]>CS(C)=O>[CH2:42]([N:22]1[C:21](=[O:25])[C:5]2[C:4]3[C:19]4[C:8](=[CH:7][CH:6]=2)[C:9]2[C:20]5[C:13]([CH:12]=[CH:11][CH:10]=2)=[CH:14][CH:15]=[CH:16][C:17]=5[C:18]=4[CH:1]=[CH:2][C:3]=3[C:23]1=[O:24])[CH2:41][CH2:40][CH2:39][CH2:38][CH2:37][CH2:36][CH2:35][CH2:34][CH2:33][CH2:32][CH2:31][CH2:30][CH3:29] |f:1.2|. Reported procedure: 0.40 g (1.25 mmol) of perylene-3,4-dicarboximide and 0.45 g (8 mmol) of KOH powder are suspended in 30 ml of DMSO, 1.38 g of 1-bromotetradecane are added, and the mixture is stirred at room temperature for 90 h. For precipitation, 300 ml of dist. water are added, the precipitated product is filtered off with suction and washed with dist. water and dilute sodium chloride solution. Chromatographic filtration, followed by column chromatography, in each case on silica gel using chloroform, gives a y... Reactants: O.N1=C(C=CC=C1)C=1NC2=C(CCN(C3=C2C=CC=C3)C(=O)C3=CC=C(C=C3)NC(=O)C=3C(=CC=CC3)C3=CC=CC=C3)N1 (N-{4-[2-(2-Pyridyl)-1,4,5,6-tetrahydroimidazo[4,5-d][1]benzazepine-6-carbonyl]phenyl}biphenyl-2-carboxamide monohydrate). The solvent is C(C)#N (acetonitrile). Run at temperature 95 celsius. Product: N1=C(C=CC=C1)C=1NC2=C(CCN(C3=C2C=CC=C3)C(=O)C3=CC=C(C=C3)NC(=O)C=3C(=CC=CC3)C3=CC=CC=C3)N1 (N-{4-[2-(2-Pyridyl)-1,4,5,6-tetrahydroimidazo[4,5-d][1]benzazepine-6-carbonyl]phenyl}biphenyl-2-carboxamide). Yield: 87.7%. RXN SMILES: O.[N:2]1[CH:7]=[CH:6][CH:5]=[CH:4][C:3]=1[C:8]1[NH:9][C:10]2[C:16]3[CH:17]=[CH:18][CH:19]=[CH:20][C:15]=3[N:14]([C:21]([C:23]3[CH:28]=[CH:27][C:26]([NH:29][C:30]([C:32]4[C:33]([C:38]5[CH:43]=[CH:42][CH:41]=[CH:40][CH:39]=5)=[CH:34][CH:35]=[CH:36][CH:37]=4)=[O:31])=[CH:25][CH:24]=3)=[O:22])[CH2:13][CH2:12][C:11]=2[N:44]=1>C(#N)C>[N:2]1[CH:7]=[CH:6][CH:5]=[CH:4][C:3]=1[C:8]1[NH:9][C:10]2[C:16]3[CH:17]=[CH:18][CH:19]=[CH:20][C:15]=3[N:14]([C:21]([C:23]3[CH:28]=[CH:27][C:26]([NH:29][C:30]([C:32]4[C:33]([C:38]5[CH:43]=[CH:42][CH:41]=[CH:40][CH:39]=5)=[CH:34][CH:35]=[CH:36][CH:37]=4)=[O:31])=[CH:25][CH:24]=3)=[O:22])[CH2:13][CH2:12][C:11]=2[N:44]=1 |f:0.1|. Procedure: To 1.0 g of the compound of Example 5 was added 20 mL of acetonitrile, and the mixture was stirred upon heating on an oil bath at 95° C. for 35 minutes. The suspension was cooled to room temperature, and a precipitate was collected by filtration and rinsed with 6 mL of acetonitrile to obtain 0.85 g of the titled compound. The reactants are [H-], O=c1cc(Nc2ccccc2)n(-c2ccccc2)c2nc(Cl)cc(C(F)(F)F)c12, [Na+], CN(C)C=O, CCOC(=O)CS. The product is CCOC(=O)CSc1cc(C(F)(F)F)c2c(=O)cc(Nc3ccccc3)n(-c3ccccc3)c2n1. As a reaction SMILES: [H-:2].[NH:10]([c:11]1[cH:12][cH:13][cH:14][cH:15][cH:16]1)[c:17]1[n:18](-[c:33]2[cH:34][cH:35][cH:36][cH:37][cH:38]2)[c:19]2[n:20][c:21]([Cl:32])[cH:22][c:23]([C:28]([F:29])([F:30])[F:31])[c:24]2[c:25](=[O:27])[cH:26]1.[Na+:1].[O:39]=[CH:40][N:41]([CH3:42])[CH3:43].[SH:3][CH2:4][C:5](=[O:6])[O:7][CH2:8][CH3:9]>>[S:3]([CH2:4][C:5](=[O:6])[O:7][CH2:8][CH3:9])[c:21]1[n:20][c:19]2[n:18](-[c:33]3[cH:34][cH:35][cH:36][cH:37][cH:38]3)[c:17]([NH:10][c:11]3[cH:12][cH:13][cH:14][cH:15][cH:16]3)[cH:26][c:25](=[O:27])[c:24]2[c:23]([C:28]([F:29])([F:30])[F:31])[cH:22]1. The reactants are ClC1=CC(=CC(=N1)C(=O)N)OC (6-chloro-4-methoxy-pyridine-2-carboxylic acid amide), COC=1C=CC(=CC1)P2(=S)SP(=S)(S2)C=3C=CC(=CC3)OC (Lawesson reagent). Solvent: C1CCOC1 (THF). Reaction conditions: temperature 90 celsius, time 2 hour. Yields the product ClC1=CC(=CC(=N1)C(N)=S)OC (6-chloro-4-methoxy-pyridine-2-carbothioic acid amide). Yield: 71.0%. As a reaction SMILES: [Cl:1][C:2]1[N:7]=[C:6]([C:8]([NH2:10])=O)[CH:5]=[C:4]([O:11][CH3:12])[CH:3]=1.COC1C=CC(P2(SP(C3C=CC(OC)=CC=3)(=S)S2)=[S:22])=CC=1>C1COCC1>[Cl:1][C:2]1[N:7]=[C:6]([C:8](=[S:22])[NH2:10])[CH:5]=[C:4]([O:11][CH3:12])[CH:3]=1. Procedure details: To a solution of compound 18 (9 mmol) in THF (30 mL) was added Lawesson reagent (5.4 mmol). The reaction mixture was stirred at 90° C. for 2 hrs. After cooling at room temperature, the solution was concentrated under reduced pressure and the residue was triturated in DCM to give compound 19 as a yellow solid in 71% yield. MS (ESI, EI+): m/z=203 (MH+). The reactants are [NH4+].[Cl-] (NH4Cl), Cl (HCl), Grignard reagent, FC(C(=O)OCC)(F)F (ethyl trifluoroacetate), BrC1=C(C=CC=C1)C (2-bromotoluene), [Mg] (magnesium). Run in C(C)OCC (diethyl ether), C(C)OCC (diethyl ether). The product is Grignard reagent, FC(C(=O)C1=C(C=CC=C1)C)(F)F (2,2,2-trifluoro-1-(2-methylphenyl)-ethanone). The yield is 22.9%. RXN SMILES: Br[C:2]1[CH:7]=[CH:6][CH:5]=[CH:4][C:3]=1[CH3:8].[Mg].[F:10][C:11]([F:18])([F:17])[C:12](OCC)=[O:13].[NH4+].[Cl-].Cl>C(OCC)C>[F:10][C:11]([F:18])([F:17])[C:12]([C:2]1[CH:7]=[CH:6][CH:5]=[CH:4][C:3]=1[CH3:8])=[O:13] |f:3.4|. Reported procedure: A Grignard reagent is prepared from 25.0 g (0.146 mol) of 2-bromotoluene and 4.3 g (0.175 mol) of magnesium in 100 ml of diethyl ether. The Grignard reagent is added dropwise to a solution of 22.8 g (0.161 mol) ethyl trifluoroacetate in 120 ml of diethyl ether at −78° C. The reaction mixture is allowed to warm to room temperature and stirred for one additional hour. 300 ml of NH4Cl aq and 100 ml of 1N HCl are then added to the mixture. The aqueous phase is removed, the organic phase is washed wi...